From a dataset of the Open Reaction Database (ORD), a public repository of structured organic reaction records. describe an organic reaction: reactants, conditions, products, and yield The reactants are CCCCCCCC1(CCC2C(OC3CCCCO3)CC(O)C2CC=CCCCCCC(=O)O)OCCO1, CC#N, CC(C)I. Product: CCCCCCCC1(CCC2C(OC3CCCCO3)CC(O)C2CC=CCCCCCC(=O)OC(C)C)OCCO1. Reaction SMILES: [CH2:1]1[O:2][C:3]([CH2:4][CH2:5][CH:6]2[CH:7]([CH2:19][CH:20]=[CH:21][CH2:22][CH2:23][CH2:24][CH2:25][CH2:26][C:27](=[O:28])[OH:29])[CH:8]([OH:18])[CH2:9][CH:10]2[O:11][CH:12]2[O:13][CH2:14][CH2:15][CH2:16][CH2:17]2)([CH2:30][CH2:31][CH2:32][CH2:33][CH2:34][CH2:35][CH3:36])[O:37][CH2:38]1.[CH3:43][C:44]#[N:45].[CH:39]([CH3:40])([CH3:41])[I:42]>>[CH2:1]1[O:2][C:3]([CH2:4][CH2:5][CH:6]2[CH:7]([CH2:19][CH:20]=[CH:21][CH2:22][CH2:23][CH2:24][CH2:25][CH2:26][C:27](=[O:28])[O:29][CH:39]([CH3:40])[CH3:41])[CH:8]([OH:18])[CH2:9][CH:10]2[O:11][CH:12]2[O:13][CH2:14][CH2:15][CH2:16][CH2:17]2)([CH2:30][CH2:31][CH2:32][CH2:33][CH2:34][CH2:35][CH3:36])[O:37][CH2:38]1. Reactants: O=c1ccn2cc(Br)ccc2c1-c1c(F)cccc1F, O=C([O-])[O-], CC(C)(C)C(=O)CC(=O)C(C)(C)C, CN1CCCC1=O, CCOC(C)=O, [Cs+], [Cs+], Cl[Cu], Oc1ccc(F)cc1F. Yields the product O=c1ccn2cc(Oc3ccc(F)cc3F)ccc2c1-c1c(F)cccc1F. As a reaction SMILES: [Br:1][c:2]1[cH:3][n:4]2[cH:5][cH:6][c:7](=[O:20])[c:8](-[c:12]3[c:13]([F:19])[cH:14][cH:15][cH:16][c:17]3[F:18])[c:9]2[cH:10][cH:11]1.[C:43](=[O:44])([O-:45])[O-:46].[CH3:30][C:31]([CH3:32])([C:33](=[O:34])[CH2:35][C:36](=[O:37])[C:38]([CH3:39])([CH3:40])[CH3:41])[CH3:42].[CH3:49][N:50]1[CH2:51][CH2:52][CH2:53][C:54]1=[O:55].[CH3:56][CH2:57][O:58][C:59](=[O:60])[CH3:61].[Cs+:47].[Cs+:48].[Cu:62][Cl:63].[F:21][c:22]1[c:23]([OH:29])[cH:24][cH:25][c:26]([F:28])[cH:27]1>>[c:2]1([O:29][c:23]2[c:22]([F:21])[cH:27][c:26]([F:28])[cH:25][cH:24]2)[cH:3][n:4]2[cH:5][cH:6][c:7](=[O:20])[c:8](-[c:12]3[c:13]([F:19])[cH:14][cH:15][cH:16][c:17]3[F:18])[c:9]2[cH:10][cH:11]1.